This data is from the Open Reaction Database (ORD), a public repository of structured organic reaction records. The task is: describe an organic reaction: reactants, conditions, products, and yield As a reaction SMILES: [CH3:12][C:13](=[O:14])[O:15][C:16]([CH3:17])=[O:18].[CH3:19][N:20]([c:21]1[cH:22][cH:23][n:24][cH:25][cH:26]1)[CH3:27].[CH3:1][c:2]1[n:3][cH:4][cH:5][cH:6][c:7]1[C:8]([CH3:9])([CH3:10])[OH:11]>>[CH3:1][c:2]1[n:3][cH:4][cH:5][cH:6][c:7]1[C:8]([CH3:9])([CH3:10])[O:11][C:13]([CH3:12])=[O:14]. Product: CC(=O)OC(C)(C)c1cccnc1C. Reactants: CC(=O)OC(C)=O, CN(C)c1ccncc1, Cc1ncccc1C(C)(C)O.